The task is: describe an organic reaction: reactants, conditions, products, and yield. This data is from the Open Reaction Database (ORD), a public repository of structured organic reaction records. Reactants: [OH-].[Na+] (NaOH), C(C)(=O)OC=1C=C2C(=NC=NC2=CC1OC)NC1=CC(=CC=C1)C#C (4-((3-ethynylphenyl)amino)-7-methoxyquinazolin-6-yl acetate), Cl (HCl). Solvent: CO (methanol). Conditions: time 5 hour. The product is C(#C)C=1C=C(C=CC1)NC1=NC=NC2=CC(=C(C=C12)O)OC (4-((3-ethynylphenyl)amino)-7-methoxyquinazolin-6-ol). The yield is 83.2%. Reaction SMILES: C([O:4][C:5]1[CH:6]=[C:7]2[C:12](=[CH:13][C:14]=1[O:15][CH3:16])[N:11]=[CH:10][N:9]=[C:8]2[NH:17][C:18]1[CH:23]=[CH:22][CH:21]=[C:20]([C:24]#[CH:25])[CH:19]=1)(=O)C.[OH-].[Na+].Cl>CO>[C:24]([C:20]1[CH:19]=[C:18]([NH:17][C:8]2[C:7]3[C:12](=[CH:13][C:14]([O:15][CH3:16])=[C:5]([OH:4])[CH:6]=3)[N:11]=[CH:10][N:9]=2)[CH:23]=[CH:22][CH:21]=1)#[CH:25] |f:1.2|. Procedure details: To a suspension of 4-((3-ethynylphenyl)amino)-7-methoxyquinazolin-6-yl acetate (4.54 g) and methanol (30 mL) was added 5 mol/L NaOH (10.00 mL) at room temperature. The reaction mixture was stirred at room temperature for 5 h, and was adjusted to pH 7 with 0.1 N HCl (aq). The mixture was filtered to give the title compound as a white solid (3.30 g, 86.00%). The reactants are γ-aluminum oxide, N (ammonia), [H][H] (Hydrogen), 200, C(#N)CCC1C(CCCC1)=O (2-(2-cyanoethyl)-cyclohexanone), liquid. Yields the product N1CCCC2CCCCC12 (decahydroquinoline). The yield is 67.5%. Reaction SMILES: [C:1]([CH2:3][CH2:4][CH:5]1[CH2:10][CH2:9][CH2:8][CH2:7][C:6]1=O)#[N:2].N.[H][H]>>[NH:2]1[CH:10]2[CH:5]([CH2:6][CH2:7][CH2:8][CH2:9]2)[CH2:4][CH2:3][CH2:1]1. Procedure details: Through a tubular reactor (diameter 16 mm, packing height 50 cm, oil-heated double jacket), installed up-stream of the hydrogenation reactor and packed with 64.4 g (92 ml) of γ-aluminum oxide there were passed upwardly, per hour, 55.4 g of 2-(2-cyanoethyl)-cyclohexanone (purity 96%, 0.352 mole) and 875 ml of liquid ammonia (525 g, 30.9 moles) at a pressure of 250 bar and a temperature of 70° C. Hydrogen was then added to the stream at a rate of 200 standard liters (8.9 moles) per hour, and the e...